This data is from the Open Reaction Database (ORD), a public repository of structured organic reaction records. The task is: describe an organic reaction: reactants, conditions, products, and yield Starting materials: Br, ClC(Cl)Cl, Oc1ccc(SC2CCNC2)cc1, O=CCCCc1ccccc1. As a reaction SMILES: [BrH:1].[CH:26]([Cl:27])([Cl:28])[Cl:29].[NH:2]1[CH2:3][CH:4]([S:7][c:8]2[cH:9][cH:10][c:11]([OH:14])[cH:12][cH:13]2)[CH2:5][CH2:6]1.[c:15]1([CH2:21][CH2:22][CH2:23][CH:24]=[O:25])[cH:16][cH:17][cH:18][cH:19][cH:20]1>>[N:2]1([CH2:24][CH2:23][CH2:22][CH2:21][c:15]2[cH:16][cH:17][cH:18][cH:19][cH:20]2)[CH2:3][CH:4]([S:7][c:8]2[cH:9][cH:10][c:11]([OH:14])[cH:12][cH:13]2)[CH2:5][CH2:6]1. Yields the product Oc1ccc(SC2CCN(CCCCc3ccccc3)C2)cc1. The reactants are N1(CCCC1)CCOC1=CC=C(C=C1)NC(=O)N ([4-(2-pyrrolidin-1-yl-ethoxy)-phenyl]-urea), N(=C=S)C1=CC=C(OCCN(C)C)C=C1 ([2-(4-isothiocyanato-phenoxy)-ethyl]-dimethyl-amine). Yields the product CN(CCOC1=CC=C(C=C1)NC(=S)N)C ([4-(2-Dimethylamino-ethoxy)-phenyl]-thiourea). RXN SMILES: [N:1]1([CH2:6][CH2:7][O:8][C:9]2[CH:14]=[CH:13][C:12]([NH:15][C:16]([NH2:18])=O)=[CH:11][CH:10]=2)[CH2:5]CC[CH2:2]1.N(C1C=CC(OCCN(C)C)=CC=1)=C=[S:21]>>[CH3:2][N:1]([CH3:5])[CH2:6][CH2:7][O:8][C:9]1[CH:14]=[CH:13][C:12]([NH:15][C:16]([NH2:18])=[S:21])=[CH:11][CH:10]=1. Procedure details: The title compound is prepared as described in Example 1 for [4-(2-pyrrolidin-1-yl-ethoxy)-phenyl]-urea but using [2-(4-isothiocyanato-phenoxy)-ethyl]-dimethyl-amine. The title compound: ES-MS: 240.0 [M+H]+; single peak at tR=3.52 min (System 1). Starting materials: C(C1=CC=CC=C1)OC1=C(C=C(C=O)C=C1)OC (4-benzyloxy-3-methoxybenzaldehyde), C1(CCCCC1)NO (N-cyclohexylhydroxylamine). Product: C(C1=CC=CC=C1)OC1=C(C=C(C=C1)C=[N+]([O-])C1CCCCC1)OC (α-(4-Benzyloxy-3-methoxyphenyl)-N-cyclohexylnitrone). As a reaction SMILES: [CH2:1]([O:8][C:9]1[CH:16]=[CH:15][C:12]([CH:13]=O)=[CH:11][C:10]=1[O:17][CH3:18])[C:2]1[CH:7]=[CH:6][CH:5]=[CH:4][CH:3]=1.[CH:19]1([NH:25][OH:26])[CH2:24][CH2:23][CH2:22][CH2:21][CH2:20]1>>[CH2:1]([O:8][C:9]1[CH:16]=[CH:15][C:12]([CH:13]=[N+:25]([CH:19]2[CH2:24][CH2:23][CH2:22][CH2:21][CH2:20]2)[O-:26])=[CH:11][C:10]=1[O:17][CH3:18])[C:2]1[CH:7]=[CH:6][CH:5]=[CH:4][CH:3]=1. Procedure: The title compound was prepared according to the procedure described in Example 11 using 4-benzyloxy-3-methoxybenzaldehyde and N-cyclohexylhydroxylamine. The title compound was isolated in 97.9% yield as a solid, m.p. 154.1° C. Reactants: COc1cc(C(=O)COC(C)=O)ccc1OCCCN1CCC(C(O)(c2ccc(F)cc2)c2ccc(F)cc2)CC1, CCO, [Cl-], [K+], [Na+], [OH-], O. The product is COc1cc(C(=O)CO)ccc1OCCCN1CCC(C(O)(c2ccc(F)cc2)c2ccc(F)cc2)CC1. RXN SMILES: [C:1](=[O:2])([CH3:3])[O:4][CH2:5][C:6](=[O:7])[c:8]1[cH:9][c:10]([O:40][CH3:41])[c:11]([O:14][CH2:15][CH2:16][CH2:17][N:18]2[CH2:19][CH2:20][CH:21]([C:24]([OH:25])([c:26]3[cH:27][cH:28][c:29]([F:32])[cH:30][cH:31]3)[c:33]3[cH:34][cH:35][c:36]([F:39])[cH:37][cH:38]3)[CH2:22][CH2:23]2)[cH:12][cH:13]1.[CH3:46][CH2:47][OH:48].[Cl-:45].[K+:43].[Na+:44].[OH-:42].[OH2:49]>>[OH:4][CH2:5][C:6](=[O:7])[c:8]1[cH:9][c:10]([O:40][CH3:41])[c:11]([O:14][CH2:15][CH2:16][CH2:17][N:18]2[CH2:19][CH2:20][CH:21]([C:24]([OH:25])([c:26]3[cH:27][cH:28][c:29]([F:32])[cH:30][cH:31]3)[c:33]3[cH:34][cH:35][c:36]([F:39])[cH:37][cH:38]3)[CH2:22][CH2:23]2)[cH:12][cH:13]1.